This data is from the Open Reaction Database (ORD), a public repository of structured organic reaction records. The task is: describe an organic reaction: reactants, conditions, products, and yield The reactants are COC1=C(CNC(=O)C2=CC=3N(C4=CC=CC=C4SC3C=C2)C(CN2CCCC2)C)C=CC=C1 (N-(2-methoxybenzyl)-10-[(2RS)-1-(1-pyrrolidinyl)-2-propyl]-2-phenothiazinecarboxamide), C(=O)=O (carbon dioxide), B(Br)(Br)Br (boron tribromide), C(O)([O-])=O.[Na+] (sodium hydrogen carbonate). The solvent is C(Cl)Cl (methylene chloride), C(Cl)Cl (methylene chloride). Reaction conditions: temperature -50 celsius, time 15 minute. Product: OC1=C(CNC(=O)C2=CC=3N(C4=CC=CC=C4SC3C=C2)C(CN2CCCC2)C)C=CC=C1 (N-(2-hydroxybenzyl)-10-[(2RS)-1-(1-pyrrolidinyl)-2-propyl]-2-phenothiazinecarboxamide). Isolated yield 41.3%. RXN SMILES: B(Br)(Br)Br.C[O:6][C:7]1[CH:38]=[CH:37][CH:36]=[CH:35][C:8]=1[CH2:9][NH:10][C:11]([C:13]1[CH:26]=[CH:25][C:24]2[S:23][C:22]3[C:17](=[CH:18][CH:19]=[CH:20][CH:21]=3)[N:16]([CH:27]([CH3:34])[CH2:28][N:29]3[CH2:33][CH2:32][CH2:31][CH2:30]3)[C:15]=2[CH:14]=1)=[O:12].C(=O)([O-])O.[Na+].C(=O)=O>C(Cl)Cl>[OH:6][C:7]1[CH:38]=[CH:37][CH:36]=[CH:35][C:8]=1[CH2:9][NH:10][C:11]([C:13]1[CH:26]=[CH:25][C:24]2[S:23][C:22]3[C:17](=[CH:18][CH:19]=[CH:20][CH:21]=3)[N:16]([CH:27]([CH3:34])[CH2:28][N:29]3[CH2:30][CH2:31][CH2:32][CH2:33]3)[C:15]=2[CH:14]=1)=[O:12] |f:2.3|. Procedure details: A solution of boron tribromide (5.01 g) in methylene chloride (100 cc) is added dropwise and with stirring during 15 minutes to a solution, cooled to -50° C., of N-(2-methoxybenzyl)-10-[(2RS)-1-(1-pyrrolidinyl)-2-propyl]-2-phenothiazinecarboxamide (4.74 g) in methylene chloride (100 cc). Stirring is maintained at -50° C. for 45 minutes and then at 20° C. for 48 hours. Saturated aqueous sodium hydrogen carbonate solution (120 cc) is then added cautiously. After stirring until the evolution of car... RXN SMILES: [F:1][C:2]1[CH:3]=[C:4]([CH:9]2[CH2:14][CH2:13][CH2:12][CH2:11][C:10]2=[O:15])[CH:5]=[CH:6][C:7]=1[CH3:8].[Br:16]Br>C(Cl)(Cl)Cl>[Br:16][CH:11]1[C:10](=[O:15])[CH:9]([C:4]2[CH:5]=[CH:6][C:7]([CH3:8])=[C:2]([F:1])[CH:3]=2)[CH2:14][CH2:13][CH2:12]1. Procedure: 2 (3 fluoro-4-methyl-phenyl)-cyclohexanone (51 mg, 0.25 mmol) was dissolved in chloroform (1 mL). To this solution bromine (41.5 mg, 0.27 mmol) in chloroform (0.5 mL) was added drop wise at room temperature. The reaction was stirred for 1½ hours at room temperature. The solvent was removed under reduced pressure to yield the title compound (74 mg) which was used directly in the next step without further purification. The reactants are FC=1C=C(C=CC1C)C1C(CCCC1)=O ((3 fluoro-4-methyl-phenyl)-cyclohexanone), BrBr (bromine). Yield: 103.8%. Run in C(Cl)(Cl)Cl (chloroform), C(Cl)(Cl)Cl (chloroform). The product is BrC1CCCC(C1=O)C1=CC(=C(C=C1)C)F (6-Bromo-2-(3-fluoro-4-methyl-phenyl)-cyclohexanone). Reactants: CN=C=O, CN1C(C)(C)CC(O)CC1(C)C, C1CN2CCN1CC2, O, c1ccccc1. The product is CNC(=O)OC1CC(C)(C)N(C)C(C)(C)C1. RXN SMILES: [CH3:13][N:14]=[C:15]=[O:16].[CH3:1][N:2]1[C:3]([CH3:11])([CH3:12])[CH2:4][CH:5]([OH:10])[CH2:6][C:7]1([CH3:8])[CH3:9].[N:17]12[CH2:18][CH2:19][N:20]([CH2:21][CH2:22]1)[CH2:23][CH2:24]2.[OH2:31].[cH:25]1[cH:26][cH:27][cH:28][cH:29][cH:30]1>>[CH3:1][N:2]1[C:3]([CH3:11])([CH3:12])[CH2:4][CH:5]([O:10][C:15]([NH:14][CH3:13])=[O:16])[CH2:6][C:7]1([CH3:8])[CH3:9]. Reactants: C(C=C)C1=C(C=CC(=C1)F)NC(C=C)=O (N-(2-allyl-4-fluoro-phenyl)-acrylamide). The reagents and catalysts are catalyst I. Run in ClCCl (Dichloromethane). Reaction conditions: time 18 hour. Yields the product FC=1C=CC2=C(CC=CC(N2)=O)C1 (7-fluoro-1,5-dihydro-1-benzazepin-2-one). As a reaction SMILES: [CH2:1]([C:4]1[CH:9]=[C:8]([F:10])[CH:7]=[CH:6][C:5]=1[NH:11][C:12](=[O:15])[CH:13]=[CH2:14])C=C>ClCCl>[F:10][C:8]1[CH:7]=[CH:6][C:5]2[NH:11][C:12](=[O:15])[CH:13]=[CH:14][CH2:1][C:4]=2[CH:9]=1. Procedure details: A round-bottom flask containing the product from Step 2 (4.51 g, 21.9 mmol) was fitted with a stirbar and septa. Dichloromethane (800 mL) and Zhan catalyst I (0.735 g, 1.11 mmol) were added, and the resulting solution was stirred for 18 hours at room temperature. The reaction was then concentrated in vacuo and recrystallized from dichloromethane to give the desired product. The reactants are CN=C=O, CN1CCC(C(=O)c2cccc(N)c2)CC1, C1CCOC1. The product is CNC(=O)Nc1cccc(C(=O)C2CCN(C)CC2)c1. Reaction SMILES: [CH3:17][N:18]=[C:19]=[O:20].[NH2:1][c:2]1[cH:3][c:4]([C:5](=[O:6])[CH:7]2[CH2:8][CH2:9][N:10]([CH3:13])[CH2:11][CH2:12]2)[cH:14][cH:15][cH:16]1.[O:21]1[CH2:22][CH2:23][CH2:24][CH2:25]1>>[NH:1]([c:2]1[cH:3][c:4]([C:5](=[O:6])[CH:7]2[CH2:8][CH2:9][N:10]([CH3:13])[CH2:11][CH2:12]2)[cH:14][cH:15][cH:16]1)[C:19]([NH:18][CH3:17])=[O:20]. Starting materials: C1(=CC=CC=C1)C(=CC=O)C1=CC=CC=C1 (3,3-diphenylacrolein), p-xylene-α,α'-diylbis(diethyl phosphonate), CC(C)([O-])C.[K+] (potassium tert-butoxide), ice water. Solvent: CN(C)C=O (DMF). Run at time 4 hour. Product: C1(=CC=CC=C1)C(=CC=CC1=CC=C(C=C1)C=CC=C(C1=CC=CC=C1)C1=CC=CC=C1)C1=CC=CC=C1 (1,4-bis(4,4-diphenyl-1,3butadienyl)benzene). Yield: 15.5%. Reaction SMILES: [C:1]1([C:7]([C:11]2[CH:16]=[CH:15][CH:14]=[CH:13][CH:12]=2)=[CH:8][CH:9]=O)[CH:6]=[CH:5][CH:4]=[CH:3][CH:2]=1.[CH3:17][C:18]([CH3:21])([O-])[CH3:19].[K+]>CN(C=O)C>[C:1]1([C:7]([C:11]2[CH:16]=[CH:15][CH:14]=[CH:13][CH:12]=2)=[CH:8][CH:9]=[CH:17][C:18]2[CH:21]=[CH:21][C:18]([CH:17]=[CH:9][CH:8]=[C:7]([C:1]3[CH:6]=[CH:5][CH:4]=[CH:3][CH:2]=3)[C:11]3[CH:12]=[CH:13][CH:14]=[CH:15][CH:16]=3)=[CH:19][CH:19]=2)[CH:6]=[CH:5][CH:4]=[CH:3][CH:2]=1 |f:1.2|. Procedure: In 100 ml of DMF were dissolved 5.53 g of 3,3-diphenylacrolein and 5.0 g of p-xylene-α,α'-diylbis(diethyl phosphonate), and 3.87 g of potassium tert-butoxide was added to the solution at room temperature. Thereafter, the reaction was carried out for 4 hours at room temperature with stirring and the reaction mixture was poured into 100 ml of ice-water with stirring. Then, precipitates thus deposited were collected by filtration, dissolved in benzene, and separated and purified by silica gel colum... Starting materials: CC(=O)O[BH-](OC(C)=O)OC(C)=O, COc1ccc(-c2cc(C=O)ccc2OC)cc1, CC(Cl)Cl, [Na+], CC(N)c1cccnc1. Product: COc1ccc(-c2cc(CNC(C)c3cccnc3)ccc2OC)cc1. As a reaction SMILES: [C:28]([O:29][BH-:30]([O:31][C:32](=[O:33])[CH3:34])[O:35][C:36](=[O:37])[CH3:38])(=[O:39])[CH3:40].[CH3:10][O:11][c:12]1[cH:13][cH:14][c:15]([CH:26]=[O:27])[cH:16][c:17]1-[c:18]1[cH:19][cH:20][c:21]([O:24][CH3:25])[cH:22][cH:23]1.[Cl:42][CH:43]([Cl:44])[CH3:45].[Na+:41].[n:1]1[cH:2][c:3]([CH:7]([CH3:8])[NH2:9])[cH:4][cH:5][cH:6]1>>[n:1]1[cH:2][c:3]([CH:7]([CH3:8])[NH:9][CH2:26][c:15]2[cH:14][cH:13][c:12]([O:11][CH3:10])[c:17](-[c:18]3[cH:19][cH:20][c:21]([O:24][CH3:25])[cH:22][cH:23]3)[cH:16]2)[cH:4][cH:5][cH:6]1. Starting materials: F[C@@H]1CN(CC[C@H]1C1=CC(=C(C=C1)OC)F)C(=O)OC(C)(C)C ((3S,4S)-tert-butyl 3-fluoro-4-(3-fluoro-4-methoxyphenyl)piperidine-1-carboxylate), Cl (HCl). Solvent: O1CCOCC1 (1,4-dioxane), O1CCOCC1 (dioxane). Conditions: time 12 hour. Product: Cl.F[C@@H]1CNCC[C@H]1C1=CC(=C(C=C1)OC)F ((3S,4S)-3-fluoro-4-(3-fluoro-4-methoxyphenyl)piperidine hydrochloride). Reaction SMILES: [F:1][C@H:2]1[C@H:7]([C:8]2[CH:13]=[CH:12][C:11]([O:14][CH3:15])=[C:10]([F:16])[CH:9]=2)[CH2:6][CH2:5][N:4](C(OC(C)(C)C)=O)[CH2:3]1.[ClH:24]>O1CCOCC1>[ClH:24].[F:1][C@H:2]1[C@H:7]([C:8]2[CH:13]=[CH:12][C:11]([O:14][CH3:15])=[C:10]([F:16])[CH:9]=2)[CH2:6][CH2:5][NH:4][CH2:3]1 |f:3.4|. Procedure: To a stirring solution of (3S,4S)-tert-butyl 3-fluoro-4-(3-fluoro-4-methoxyphenyl)piperidine-1-carboxylate (E-1, the first eluting enantiomer from step F, 44 mg, 0.134 mmol) in 1,4-dioxane (3 mL) at 0° C. was added 2 mL (8 mmol) of 4 M HCl in dioxane, and the resulting mixture was stirred at rt for 12 h. The solvent was removed under reduced pressure to afford (3S,4S)-3-fluoro-4-(3-fluoro-4-methoxyphenyl)piperidine hydrochloride (30 mg) as a white solid which was used without further purificatio...